This data is from the Open Reaction Database (ORD), a public repository of structured organic reaction records. The task is: describe an organic reaction: reactants, conditions, products, and yield Reactants: O1CCN(CC1)C1=CCCC1 (1-Morpholinocyclopentene), P(O)(O)O (phosphorous acid). Yields the product C1(CCCC1)N1CCOCC1 (N-cyclopentylmorpholine). The yield is 72.0%. Reaction SMILES: [O:1]1[CH2:6][CH2:5][N:4]([C:7]2[CH2:11][CH2:10][CH2:9][CH:8]=2)[CH2:3][CH2:2]1.P(O)(O)O>>[CH:7]1([N:4]2[CH2:3][CH2:2][O:1][CH2:6][CH2:5]2)[CH2:8][CH2:9][CH2:10][CH2:11]1. Reported procedure: 1-Morpholinocyclopentene (30 g; 0.2 mole) was mixed with phosphorous acid (16.4 g; 0.2 mole) and heated with stirring. As the temperature reached 70° an exothermic process took place taking the internal temperature to 105°. The viscosity of the reaction mixture increased as the reaction proceeded. After maintaining at 100°-105° for 30 mins. the reaction mixture was diluted and basified. Extraction with chloroform yielded N-cyclopentylmorpholine (72%). The product was characterized by 13C and 1H ...